Task: describe an organic reaction: reactants, conditions, products, and yield. Dataset: the Open Reaction Database (ORD), a public repository of structured organic reaction records Starting materials: ClCCl, O=C(O)C(F)(F)F, CC(C)(C)OC(=O)N1CCc2c(n(CCS(=O)(=O)c3ccccc3)c3ccccc23)CC1. The product is O=S(=O)(CCn1c2c(c3ccccc31)CCNCC2)c1ccccc1. As a reaction SMILES: [Cl:40][CH2:41][Cl:42].[OH:33][C:34]([C:35]([F:36])([F:37])[F:38])=[O:39].[c:1]1([S:7](=[O:8])(=[O:9])[CH2:10][CH2:11][n:12]2[c:13]3[c:14]([c:15]4[cH:16][cH:17][cH:18][cH:19][c:20]24)[CH2:21][CH2:22][N:23]([C:26]([O:27][C:28]([CH3:29])([CH3:30])[CH3:31])=[O:32])[CH2:24][CH2:25]3)[cH:2][cH:3][cH:4][cH:5][cH:6]1>>[c:1]1([S:7](=[O:8])(=[O:9])[CH2:10][CH2:11][n:12]2[c:13]3[c:14]([c:15]4[cH:16][cH:17][cH:18][cH:19][c:20]24)[CH2:21][CH2:22][NH:23][CH2:24][CH2:25]3)[cH:2][cH:3][cH:4][cH:5][cH:6]1. Starting materials: CCOC(C)=O, ClC(Cl)Cl, Cl, CC(C)(C)OC(=O)NN1CCCC(c2cc(F)c(F)c(F)c2)C1=O. The product is Cl, NN1CCCC(c2cc(F)c(F)c(F)c2)C1=O. As a reaction SMILES: [CH3:26][CH2:27][O:28][C:29](=[O:30])[CH3:31].[CH:32]([Cl:33])([Cl:34])[Cl:35].[ClH:1].[O:2]=[C:3]1[N:4]([NH:18][C:19](=[O:20])[O:21][C:22]([CH3:23])([CH3:24])[CH3:25])[CH2:5][CH2:6][CH2:7][CH:8]1[c:9]1[cH:10][c:11]([F:17])[c:12]([F:16])[c:13]([F:15])[cH:14]1>>[ClH:1].[O:2]=[C:3]1[N:4]([NH2:18])[CH2:5][CH2:6][CH2:7][CH:8]1[c:9]1[cH:10][c:11]([F:17])[c:12]([F:16])[c:13]([F:15])[cH:14]1. Reactants: COC(=O)C1CC=2NC3=CC=C(C=C3C2CC1)Cl (methyl-6-chloro-1,2,3,4-tetrahydrocarbazole-2-carboxylate), N (ammonia). The solvent is CO (methanol). Conditions: time 40 hour. The product is ClC=1C=C2C=3CCC(CC3NC2=CC1)C(=O)N (6-chloro-1,2,3,4-tetrahydrocarbazole-2-carboxylic acid amide). RXN SMILES: C[O:2][C:3]([CH:5]1[CH2:17][CH2:16][C:15]2[C:14]3[C:9](=[CH:10][CH:11]=[C:12]([Cl:18])[CH:13]=3)[NH:8][C:7]=2[CH2:6]1)=O.[NH3:19]>CO>[Cl:18][C:12]1[CH:13]=[C:14]2[C:9](=[CH:10][CH:11]=1)[NH:8][C:7]1[CH2:6][CH:5]([C:3]([NH2:19])=[O:2])[CH2:17][CH2:16][C:15]2=1. Procedure details: A mixture of 2.5 g. of methyl-6-chloro-1,2,3,4-tetrahydrocarbazole-2-carboxylate, 20 g. of liquid ammonia and 150 ml. of methanol was placed in a pressure bottle. The mixture was shaken at 60° for 40 hours (internal pressure 60 lb/in2). Upon cooling to room temperature, the mixture was concentrated to dryness yielding 2.1 g. of product. Following a crystallization from ethyl acetate, 0.8 g. of 6-chloro-1,2,3,4-tetrahydrocarbazole-2-carboxylic acid amide was obtained, m.p. 203°-204°. Starting materials: BrCCC1=CNC2=CC=C(C=C12)F (3-(2-bromo-ethyl)-5-fluoro-1H-indole), N1N=CC=C1 (pyrazole), C(C)N(C(C)C)C(C)C (ethyl-diisopropylamine). The solvent is C(Cl)(Cl)Cl (chloroform). Product: N1(N=CC=C1)CCC1=CNC2=CC=C(C=C12)F (3-(2-(1H-Pyrazol-1-yl)ethyl)-5-fluoro-1H-indole). RXN SMILES: Br[CH2:2][CH2:3][C:4]1[C:12]2[C:7](=[CH:8][CH:9]=[C:10]([F:13])[CH:11]=2)[NH:6][CH:5]=1.[NH:14]1[CH:18]=[CH:17][CH:16]=[N:15]1.C(N(C(C)C)C(C)C)C>C(Cl)(Cl)Cl>[N:14]1([CH2:2][CH2:3][C:4]2[C:12]3[C:7](=[CH:8][CH:9]=[C:10]([F:13])[CH:11]=3)[NH:6][CH:5]=2)[CH:18]=[CH:17][CH:16]=[N:15]1. Procedure details: A solution of 3-(2-bromo-ethyl)-5-fluoro-1H-indole (7.26 g, 30 mmol), pyrazole (2.04 g, 30 mmol) and ethyl-diisopropylamine (5.1 ml, 30 mmol) in abs. chloroform (80 ml) was stirred at 90° C. for 12 h. The reaction solution was then washed twice with water, dried over Na2SO4 and concentrated i. vac. and the residue which remained was purified by flash chromatography with CHCl3/MeOH (20:1).